From a dataset of the Open Reaction Database (ORD), a public repository of structured organic reaction records. describe an organic reaction: reactants, conditions, products, and yield Reactants: CCO, CCOC(=O)C(=NOC)C1(C)OCCO1, [Na+], [OH-]. The product is CON=C(C(=O)O)C1(C)OCCO1. Reaction SMILES: [CH3:18][CH2:19][OH:20].[CH3:3][O:4][N:5]=[C:6]([C:7](=[O:8])[O:9][CH2:10][CH3:11])[C:12]1([CH3:13])[O:14][CH2:15][CH2:16][O:17]1.[Na+:2].[OH-:1]>>[CH3:3][O:4][N:5]=[C:6]([C:7](=[O:8])[OH:9])[C:12]1([CH3:13])[O:14][CH2:15][CH2:16][O:17]1. The reactants are C1(=CC=CC=C1)B(O)O (phenylboronic acid), ClC1=C2C(=NN=C1C1=CC=CC=C1)N(N=C2I)CCN2CCCC2 (4-chloro-3-iodo-5-phenyl-1-(2-pyrrolidin-1-ylethyl)pyrazolo[3,4-c]pyridazine). Yields the product ClC1=C2C(=NN=C1C1=CC=CC=C1)N(N=C2C2=CC=CC=C2)CCN2CCCC2 (4-Chloro-3,5-diphenyl-1-(2-pyrrolidin-1-ylethyl)pyrazolo[3,4-c]pyridazine). As a reaction SMILES: [C:1]1(B(O)O)[CH:6]=[CH:5][CH:4]=[CH:3][CH:2]=1.[Cl:10][C:11]1[C:16]([C:17]2[CH:22]=[CH:21][CH:20]=[CH:19][CH:18]=2)=[N:15][N:14]=[C:13]2[N:23]([CH2:27][CH2:28][N:29]3[CH2:33][CH2:32][CH2:31][CH2:30]3)[N:24]=[C:25](I)[C:12]=12>>[Cl:10][C:11]1[C:16]([C:17]2[CH:22]=[CH:21][CH:20]=[CH:19][CH:18]=2)=[N:15][N:14]=[C:13]2[N:23]([CH2:27][CH2:28][N:29]3[CH2:33][CH2:32][CH2:31][CH2:30]3)[N:24]=[C:25]([C:1]3[CH:6]=[CH:5][CH:4]=[CH:3][CH:2]=3)[C:12]=12. Procedure: Compound 13 was synthesised according to Example 1, Step 8 using phenylboronic acid in place of 4-fluorophenylboronic acid and using 4-chloro-3-iodo-5-phenyl-1-(2-pyrrolidin-1-ylethyl)pyrazolo[3,4-c]pyridazine in place of 2-(4-chloro-3-iodo-5-phenyl-pyrazolo[3,4-c]pyridazin-1-yl)-1-[(3R)-3-fluoropyrrolidin-1-yl]ethanone. The reactants are BrCC(=O)C1=CC(=CC=C1)Br (2-bromo-1-(3-bromophenyl)ethanone), N1=CNC2=C1C=CC=C2 (benzoimidazole). Run in O1CCOCC1 (dioxane). Reaction conditions: temperature 80 celsius, time 1 hour. The product is N1(C=NC2=C1C=CC=C2)CC(=O)C2=CC(=CC=C2)Br (2-Benzoimidazol-1-yl-1-(3-bromophenyl)ethanone). Isolated yield 53.0%. RXN SMILES: Br[CH2:2][C:3]([C:5]1[CH:10]=[CH:9][CH:8]=[C:7]([Br:11])[CH:6]=1)=[O:4].[N:12]1[C:16]2[CH:17]=[CH:18][CH:19]=[CH:20][C:15]=2[NH:14][CH:13]=1>O1CCOCC1>[N:12]1([CH2:2][C:3]([C:5]2[CH:10]=[CH:9][CH:8]=[C:7]([Br:11])[CH:6]=2)=[O:4])[C:16]2[CH:17]=[CH:18][CH:19]=[CH:20][C:15]=2[N:14]=[CH:13]1. Procedure details: To a solution of 2-bromo-1-(3-bromophenyl)ethanone (120 mg, 0.432 mmol) in dioxane (2 mL) was added benzoimidazole (102.0 mg, 0.864 mmol) and the reaction mixture was stirred for 1 h at 80° C. The reaction mixture was concentrated in vacuo and the residue was purified by flash chromatography using MeOH:CH2Cl2 (4:96) as eluent to give the sub-title compound in 53% yield (71.8 mg, 0.227 mmol). Reactants: CCN=C=NCCCN(C)C, CCN(C(C)C)C(C)C, O=C(NC(Cc1ccccc1)C(O)C(=O)O)c1cc2cc(Cl)ncc2[nH]1, CN(C)C=O, OC1CNCC1O, On1nnc2ccccc21. The product is O=C(NC(Cc1ccccc1)C(O)C(=O)N1CC(O)C(O)C1)c1cc2cc(Cl)ncc2[nH]1. As a reaction SMILES: [CH3:53][CH2:54][N:55]=[C:56]=[N:57][CH2:58][CH2:59][CH2:60][N:61]([CH3:62])[CH3:63].[CH:44]([N:45]([CH2:46][CH3:47])[CH:48]([CH3:49])[CH3:50])([CH3:51])[CH3:52].[Cl:1][c:2]1[cH:3][c:4]2[c:5]([cH:6][n:7]1)[nH:8][c:9]([C:11](=[O:12])[NH:13][CH:14]([CH:15]([C:16](=[O:17])[OH:18])[OH:19])[CH2:20][c:21]1[cH:22][cH:23][cH:24][cH:25][cH:26]1)[cH:10]2.[O:64]=[CH:65][N:66]([CH3:67])[CH3:68].[OH:27][CH:28]1[CH2:29][NH:30][CH2:31][CH:32]1[OH:33].[OH:34][n:35]1[c:36]2[c:37]([cH:38][cH:39][cH:40][cH:41]2)[n:42][n:43]1>>[Cl:1][c:2]1[cH:3][c:4]2[c:5]([cH:6][n:7]1)[nH:8][c:9]([C:11](=[O:12])[NH:13][CH:14]([CH:15]([C:16](=[O:17])[N:30]1[CH2:29][CH:28]([OH:27])[CH:32]([OH:33])[CH2:31]1)[OH:19])[CH2:20][c:21]1[cH:22][cH:23][cH:24][cH:25][cH:26]1)[cH:10]2. Starting materials: ClC1=C(C=C(C(=O)OC)C=C1)C(C)(C)C#N (methyl 4-chloro-3-(1-cyano-1-methylethyl)benzoate), lithium hydroxide•monohydrate, CO (methanol), O (water). Solvent: O1CCCC1 (tetrahydrofuran). Reaction conditions: time 4 hour. Product: ClC1=C(C=C(C(=O)O)C=C1)C(C)(C)C#N (4-chloro-3-(1-cyano-1-methylethyl)benzoic acid). Isolated yield 97.3%. Reaction SMILES: [Cl:1][C:2]1[CH:11]=[CH:10][C:5]([C:6]([O:8]C)=[O:7])=[CH:4][C:3]=1[C:12]([C:15]#[N:16])([CH3:14])[CH3:13].CO.O>O1CCCC1>[Cl:1][C:2]1[CH:11]=[CH:10][C:5]([C:6]([OH:8])=[O:7])=[CH:4][C:3]=1[C:12]([C:15]#[N:16])([CH3:14])[CH3:13]. Reported procedure: To a solution of methyl 4-chloro-3-(1-cyano-1-methylethyl)benzoate (8.0 g, 34 mmol) in tetrahydrofuran (30 mL) were added lithium hydroxide•monohydrate (2.13 g, 51 mmol), methanol (100 mL) and water (5 mL), and the mixture was stirred at room temperature for 4 hr. The solvent was evaporated under reduced pressure, and the residue was diluted with water (200 mL). The mixture was adjusted to pH 3 by slowly adding 1N hydrochloric acid. The resulting white precipitate was collected by filtration, wa... Starting materials: lithio, N1CCCC1 (pyrrolidine), N1CCCC1 (pyrrolidine), BrC1=CC(=CC(=C1)OCOC)Br (1,3-dibromo-5-methoxymethoxy-benzene), [Br-].[Li+] (lithium bromide), [Li]CCCC (n-BuLi). Solvent: O1CCCC1 (tetrahydrofuran), O1CCCC1 (tetrahydrofuran). Conditions: temperature 78 celsius. Product: BrC=1C=C(C=C(C1)OCOC)N1CCCC1 (1-(3-Bromo-5-methoxymethoxy-phenyl)-pyrrolidine). Yield: 16.8%. As a reaction SMILES: [NH:1]1[CH2:5][CH2:4][CH2:3][CH2:2]1.[Li]CCCC.[Br:11][C:12]1[CH:17]=[C:16]([O:18][CH2:19][O:20][CH3:21])[CH:15]=[C:14](Br)[CH:13]=1.[Br-].[Li+]>O1CCCC1>[Br:11][C:12]1[CH:13]=[C:14]([N:1]2[CH2:5][CH2:4][CH2:3][CH2:2]2)[CH:15]=[C:16]([O:18][CH2:19][O:20][CH3:21])[CH:17]=1 |f:3.4|. Reported procedure: A solution of pyrrolidine (1.66 g, 23.27 mmol), in dry tetrahydrofuran (20 ml) was cooled to −78° C. under argon atmosphere. A solution of n-BuLi (15.5 ml, 1.5 M in hexanes) was added via slow drop-wise addition over 5 minutes. After complete addition the cooling bath was removed and the mixture allowed to warm to ice bath temperature over 30 minutes. A second oven dried flask was charged with 1,3-dibromo-5-methoxymethoxy-benzene (5.74 g, 19.4 mmol) and lithium bromide (1.68 g, 19.4 mmol) and ta... Reactants: Cl.ClC1=CC=2N(C3=CC=CC=C3SC2C=C1)CCCN(C)C (2-chloro-10-(3-dimethylaminopropyl) phenothiazine hydrochloride), [OH-].[Na+] (sodium hydroxide). Yields the product ClC1=CC=2N(C3=CC=CC=C3SC2C=C1)CCCN(C)C (2-chloro-10-(3-dimethylaminopropyl)phenothiazine). Isolated yield 98.2%. As a reaction SMILES: Cl.[Cl:2][C:3]1[CH:16]=[CH:15][C:14]2[S:13][C:12]3[C:7](=[CH:8][CH:9]=[CH:10][CH:11]=3)[N:6]([CH2:17][CH2:18][CH2:19][N:20]([CH3:22])[CH3:21])[C:5]=2[CH:4]=1.[OH-].[Na+]>>[Cl:2][C:3]1[CH:16]=[CH:15][C:14]2[S:13][C:12]3[C:7](=[CH:8][CH:9]=[CH:10][CH:11]=3)[N:6]([CH2:17][CH2:18][CH2:19][N:20]([CH3:21])[CH3:22])[C:5]=2[CH:4]=1 |f:0.1,2.3|. Procedure: 3.56 g (10 mmol) of 2-chloro-10-(3-dimethylaminopropyl) phenothiazine hydrochloride are suspended in 15 ml of a 1N sodium hydroxide solution. The amine freed is extracted with diethyl ether. The organic phase is decanted and dried over sodium sulfate and then evaporated to dryness to yield 3.13 g of an oil corresponding to the expected product. The reactants are [Br-], C1CCOC1, CCCCCC1CCC(CCC2CC[SiH](Cl)CC2)CC1, Fc1ccc([Mg+])cc1F. Yields the product CCCCCC1CCC(CCC2CC[SiH](c3ccc(F)c(F)c3)CC2)CC1. As a reaction SMILES: [Br-:1].[CH2:31]1[O:32][CH2:33][CH2:34][CH2:35]1.[Cl:11][SiH:12]1[CH2:13][CH2:14][CH:15]([CH2:18][CH2:19][CH:20]2[CH2:21][CH2:22][CH:23]([CH2:26][CH2:27][CH2:28][CH2:29][CH3:30])[CH2:24][CH2:25]2)[CH2:16][CH2:17]1.[F:2][c:3]1[cH:4][c:5]([Mg+:10])[cH:6][cH:7][c:8]1[F:9]>>[F:2][c:3]1[cH:4][c:5]([SiH:12]2[CH2:13][CH2:14][CH:15]([CH2:18][CH2:19][CH:20]3[CH2:21][CH2:22][CH:23]([CH2:26][CH2:27][CH2:28][CH2:29][CH3:30])[CH2:24][CH2:25]3)[CH2:16][CH2:17]2)[cH:6][cH:7][c:8]1[F:9]. Starting materials: CC(C)(C)OC(=O)N1CC(C(=O)O)C1, C1CCOC1, O. Yields the product CC(C)(C)OC(=O)N1CC(CO)C1. RXN SMILES: [C:6]([CH3:7])([CH3:8])([CH3:9])[O:10][C:11](=[O:12])[N:13]1[CH2:14][CH:15]([C:17](=[O:18])[OH:19])[CH2:16]1.[O:1]1[CH2:2][CH2:3][CH2:4][CH2:5]1.[OH2:20]>>[C:6]([CH3:7])([CH3:8])([CH3:9])[O:10][C:11](=[O:12])[N:13]1[CH2:14][CH:15]([CH2:17][OH:18])[CH2:16]1. The reactants are NC=1C=C2C(=NC=NC2=CC1)NC1=CC(=CC=C1)C (6-amino-4-(3'-methylanilino)quinazoline), COCCBr (2-bromoethyl methyl ether). Product: COCCNC=1C=C2C(=NC=NC2=CC1)NC1=CC(=CC=C1)C (6-(2-methoxyethylamino)-4-(3'-methylanilino)quinazoline). Yield: 20.0%. Reaction SMILES: [NH2:1][C:2]1[CH:3]=[C:4]2[C:9](=[CH:10][CH:11]=1)[N:8]=[CH:7][N:6]=[C:5]2[NH:12][C:13]1[CH:18]=[CH:17][CH:16]=[C:15]([CH3:19])[CH:14]=1.[CH3:20][O:21][CH2:22][CH2:23]Br>>[CH3:20][O:21][CH2:22][CH2:23][NH:1][C:2]1[CH:3]=[C:4]2[C:9](=[CH:10][CH:11]=1)[N:8]=[CH:7][N:6]=[C:5]2[NH:12][C:13]1[CH:18]=[CH:17][CH:16]=[C:15]([CH3:19])[CH:14]=1. Procedure: Using an analogous procedure to that described in Example 16, 6-amino-4-(3'-methylanilino)quinazoline was reacted with 2-bromoethyl methyl ether to give 6-(2-methoxyethylamino)-4-(3'-methylanilino)quinazoline in 20% yield, m.p. 163°-167° C.